This data is from the Open Reaction Database (ORD), a public repository of structured organic reaction records. The task is: describe an organic reaction: reactants, conditions, products, and yield The reactants are [Br-], [Li]C(C)(C)C, CCC1c2ccccc2-c2sc(C=O)cc2N1S(=O)(=O)c1ccc(OC)cc1, CCCCC, C[P+](c1ccccc1)(c1ccccc1)c1ccccc1, C1CCOC1. Product: C=Cc1cc2c(s1)-c1ccccc1C(CC)N2S(=O)(=O)c1ccc(OC)cc1. As a reaction SMILES: [Br-:39].[C:6]([Li:7])([CH3:8])([CH3:9])[CH3:10].[CH2:11]([CH3:12])[CH:13]1[N:14]([S:28](=[O:29])(=[O:30])[c:31]2[cH:32][cH:33][c:34]([O:37][CH3:38])[cH:35][cH:36]2)[c:15]2[c:16]([s:23][c:24]([CH:26]=[O:27])[cH:25]2)-[c:17]2[cH:18][cH:19][cH:20][cH:21][c:22]21.[CH3:1][CH2:2][CH2:3][CH2:4][CH3:5].[CH3:40][P+:41]([c:42]1[cH:43][cH:44][cH:45][cH:46][cH:47]1)([c:48]1[cH:49][cH:50][cH:51][cH:52][cH:53]1)[c:54]1[cH:55][cH:56][cH:57][cH:58][cH:59]1.[O:60]1[CH2:61][CH2:62][CH2:63][CH2:64]1>>[CH2:1]=[CH:26][c:24]1[s:23][c:16]2[c:15]([cH:25]1)[N:14]([S:28](=[O:29])(=[O:30])[c:31]1[cH:32][cH:33][c:34]([O:37][CH3:38])[cH:35][cH:36]1)[CH:13]([CH2:11][CH3:12])[c:22]1[c:17]-2[cH:18][cH:19][cH:20][cH:21]1. Starting materials: Cl.Cl.C(C)OC(CNCCN)=O (N-(2-aminoethyl)-glycine ethyl ester 2HCl), C(C1=CC=CC=C1)(=O)C1=C(N=C(S1)S(=O)(=O)Cl)C1=CC=CC=C1 (5-benzoyl-4-phenyl-thiazole-2-sulfonyl chloride). Yields the product C(C)OC(CNCCNS(=O)(=O)C=1SC(=C(N1)C1=CC=CC=C1)C(C1=CC=CC=C1)=O)=O (N-[2-(5-Benzoyl-4-phenyl-thiazole-2-sulfonylamino)-ethyl]-glycine ethyl ester). Reaction SMILES: Cl.Cl.[CH2:3]([O:5][C:6](=[O:12])[CH2:7][NH:8][CH2:9][CH2:10][NH2:11])[CH3:4].[C:13]([C:21]1[S:25][C:24]([S:26](Cl)(=[O:28])=[O:27])=[N:23][C:22]=1[C:30]1[CH:35]=[CH:34][CH:33]=[CH:32][CH:31]=1)(=[O:20])[C:14]1[CH:19]=[CH:18][CH:17]=[CH:16][CH:15]=1>>[CH2:3]([O:5][C:6](=[O:12])[CH2:7][NH:8][CH2:9][CH2:10][NH:11][S:26]([C:24]1[S:25][C:21]([C:13](=[O:20])[C:14]2[CH:15]=[CH:16][CH:17]=[CH:18][CH:19]=2)=[C:22]([C:30]2[CH:35]=[CH:34][CH:33]=[CH:32][CH:31]=2)[N:23]=1)(=[O:27])=[O:28])[CH3:4] |f:0.1.2|. Procedure: The title compound was synthesized by the reaction of N-(2-aminoethyl)-glycine ethyl ester 2HCl with 5-benzoyl-4-phenyl-thiazole-2-sulfonyl chloride as per the procedure of example 1. 1H NMR (500 MHz; DMSO-d6) δ 7.46 (d, 2H), 7.36–7.24 (m, 4H), 7.19–7.11 (m, 4H), 4.05 (q, 2H), 3.28 (s, 2H), 3.19 (t, 2H), 2.66 (t, 2H), 1.16 (t, 3H).